Task: describe an organic reaction: reactants, conditions, products, and yield. Dataset: the Open Reaction Database (ORD), a public repository of structured organic reaction records Starting materials: AL4414A, CC(=O)/N=C/1\N(N=C(S1)S(=O)(=O)N)C (methazolamide), CC(C)CN[C@H]1CCS(=O)(=O)C2=C1C=C(S2)S(=O)(=O)N (sezolamide), C1=C(C=C(C(=C1S(=O)(=O)N)Cl)Cl)S(=O)(=O)N (diclofenamide), CCN[C@H]1C[C@@H](S(=O)(=O)C2=C1C=C(S2)S(=O)(=O)N)C (dorzolamide), C1=CC(=CC=C1NC(=O)OCCO)S(=O)(=O)N (sulocarbilate). Yields the product CC(=O)NC1=NN=C(S1)S(=O)(=O)N (acetazolamide). Reaction SMILES: C1C(S(N)(=O)=O)=C(Cl)C(Cl)=CC=1S(N)(=O)=O.CCN[C@@H]1C2C=C(S(N)(=O)=O)SC=2S(=O)(=O)[C@@H](C)C1.[CH3:36][C:37](/[N:39]=[C:40]1\[N:41](C)[N:42]=[C:43]([S:45]([NH2:48])(=[O:47])=[O:46])[S:44]\1)=[O:38].CC(CN[C@@H]1C2C=C(S(N)(=O)=O)SC=2S(=O)(=O)CC1)C.C1C(NC(OCCO)=O)=CC=C(S(N)(=O)=O)C=1>>[CH3:36][C:37]([NH:39][C:40]1[S:44][C:43]([S:45]([NH2:48])(=[O:47])=[O:46])=[N:42][N:41]=1)=[O:38]. Procedure details: AL4414A; diclofenamide; dorzolamide; methazolamide; sezolamide; sulocarbilate.